This data is from the Open Reaction Database (ORD), a public repository of structured organic reaction records. The task is: describe an organic reaction: reactants, conditions, products, and yield Starting materials: P(C1=CC=CC=C1)(C1=CC=CC=C1)CCCCl ((C6H5)2P(CH2)3Cl), C1(=CC=CC=C1)P (phenylphosphine), C(C)(C)[N-]C(C)C.[Li+] (lithium diisopropylamide), [Li] (lithium), P(C1=CC=CC=C1)(C1=CC=CC=C1)CCCCl ((C6H5)2P(CH2)3Cl). The solvent is O (DI water), C1CCOC1 (THF), C1CCOC1 (THF). Product: P(C1=CC=CC=C1)(C1=CC=CC=C1)CCCPC1=CC=CC=C1 (Ph2P(CH2)3P(H)Ph). RXN SMILES: [C:1]1([PH2:7])[CH:6]=[CH:5][CH:4]=[CH:3][CH:2]=1.C([N-]C(C)C)(C)C.[Li+].[P:16]([CH2:29][CH2:30][CH2:31]Cl)([C:23]1[CH:28]=[CH:27][CH:26]=[CH:25][CH:24]=1)[C:17]1[CH:22]=[CH:21][CH:20]=[CH:19][CH:18]=1.[Li]>C1COCC1.O>[P:16]([CH2:29][CH2:30][CH2:31][PH:7][C:1]1[CH:6]=[CH:5][CH:4]=[CH:3][CH:2]=1)([C:23]1[CH:28]=[CH:27][CH:26]=[CH:25][CH:24]=1)[C:17]1[CH:22]=[CH:21][CH:20]=[CH:19][CH:18]=1 |f:1.2,^1:32|. Reported procedure: In a Schlenk flask were placed phenylphosphine (3.3806 g, 30.71 mmol) with THF (60 ml) and chilled to −30° C. in a freezer over 30 minutes. To this solution was added lithium diisopropylamide (16 ml, 32.16 mmol) and the resulting solution was allowed to warm to room temperature while stirring. In a 250 ml Schlenk flask was placed (C6H5)2P(CH2)3Cl (7.9089 g, 30.1 mmol) in 100 ml THF and the solution was cooled to −78° C. The lithium phenylphosphide solution was added to the (C6H5)2P(CH2)3Cl solut... Reactants: CN(CCCNC(=O)OC(C)(C)C)CCCNc1c2nc3ccccc3c-2n(C)c2ccccc12, ClCCl, O=C(O)C(F)(F)F. Product: CN(CCCN)CCCNc1c2nc3ccccc3c-2n(C)c2ccccc12. As a reaction SMILES: [C:1]([O:2][C:3](=[O:4])[NH:7][CH2:8][CH2:9][CH2:10][N:11]([CH2:12][CH2:13][CH2:14][NH:15][c:16]1[c:17]2[n:33][c:32]3[c:27]([c:18]-2[n:19]([CH3:26])[c:20]2[cH:21][cH:22][cH:23][cH:24][c:25]12)[cH:28][cH:29][cH:30][cH:31]3)[CH3:34])([CH3:5])([CH3:6])[CH3:35].[Cl:43][CH2:44][Cl:45].[OH:36][C:37]([C:38]([F:39])([F:40])[F:41])=[O:42]>>[NH2:7][CH2:8][CH2:9][CH2:10][N:11]([CH2:12][CH2:13][CH2:14][NH:15][c:16]1[c:17]2[n:33][c:32]3[c:27]([c:18]-2[n:19]([CH3:26])[c:20]2[cH:21][cH:22][cH:23][cH:24][c:25]12)[cH:28][cH:29][cH:30][cH:31]3)[CH3:34]. Run in C1=CC=CC=C1 (benzene), CO (methanol), C1=CC=CC=C1 (benzene). Starting materials: NC1=C(C=CC=C1)N1CCOCC1 (4-(2-aminophenyl)morpholine), P(=O)(Cl)(Cl)Cl (phosphorus oxychloride), C(C1=CC=CC=C1)(=O)OCCN1C(N(CC1)C)=O (1-(2-benzoyloxyethyl)-3-methyl-2-imidazolidone), C(\C=C\C(=O)O)(=O)O (fumaric acid). Yields the product C(\C=C\C(=O)O)(=O)O.C(C1=CC=CC=C1)(=O)OCCN1C(N(CC1)C)=NC1=C(C=CC=C1)N1CCOCC1 (4-{2-[1-(2-benzoyloxyethyl)-3-methyl-2-imidazolidinylideneamino]phenyl}morpholine monofumarate). Reported procedure: In a similar manner to that described in Example 133, 1-(2-benzoyloxyethyl)-3-methyl-2-imidazolidone (8.8 g) in benzene (30 ml) was reacted with 4-(2-aminophenyl)morpholine (5.2 g) in benzene (20 ml) in the presence of phosphorus oxychloride (3.3 ml) for 35 hours at 80°-85° C. to yield an oil. The oil was dissolved in methanol (10 ml) and treated with fumaric acid (1.8 g). The solvent was removed by evaporation and the residue washed with ether and then dissolved in water. The aqueous solution w... As a reaction SMILES: [C:1]([O:9][CH2:10][CH2:11][N:12]1[CH2:16][CH2:15][N:14]([CH3:17])[C:13]1=O)(=[O:8])[C:2]1[CH:7]=[CH:6][CH:5]=[CH:4][CH:3]=1.[NH2:19][C:20]1[CH:25]=[CH:24][CH:23]=[CH:22][C:21]=1[N:26]1[CH2:31][CH2:30][O:29][CH2:28][CH2:27]1.P(Cl)(Cl)(Cl)=O.[C:37]([OH:44])(=[O:43])/[CH:38]=[CH:39]/[C:40]([OH:42])=[O:41]>C1C=CC=CC=1.CO>[C:37]([OH:44])(=[O:43])/[CH:38]=[CH:39]/[C:40]([OH:42])=[O:41].[C:1]([O:9][CH2:10][CH2:11][N:12]1[CH2:16][CH2:15][N:14]([CH3:17])[C:13]1=[N:19][C:20]1[CH:25]=[CH:24][CH:23]=[CH:22][C:21]=1[N:26]1[CH2:31][CH2:30][O:29][CH2:28][CH2:27]1)(=[O:8])[C:2]1[CH:7]=[CH:6][CH:5]=[CH:4][CH:3]=1 |f:6.7|. The product is O=C1c2ccccc2C(=O)N1CC1CO1. Starting materials: BrCC1CO1, O=C1NC(=O)c2ccccc21, [K], CN(C)C=O, O. RXN SMILES: [Br:13][CH2:14][CH:15]1[CH2:16][O:17]1.[C:1]1(=[O:11])[c:2]2[c:3]([cH:7][cH:8][cH:9][cH:10]2)[C:4](=[O:6])[NH:5]1.[K:12].[O:19]=[CH:20][N:21]([CH3:22])[CH3:23].[OH2:18]>>[C:1]1(=[O:11])[c:2]2[c:3]([cH:7][cH:8][cH:9][cH:10]2)[C:4](=[O:6])[N:5]1[CH2:14][CH:15]1[CH2:16][O:17]1. Starting materials: BrC1=CC(=C(C=C1)OC)F (4-bromo-2-fluoroanisole), C(CCC)[Li] (n-butyllithium), CSSC (dimethyl disulfide). Run in C1CCOC1 (THF). Run at temperature -78 celsius, time 1 hour. Yields the product FC1=C(C=CC(=C1)SC)OC (2-Fluoro-1-methoxy-4-(methylthio)benzene). Reaction SMILES: Br[C:2]1[CH:7]=[CH:6][C:5]([O:8][CH3:9])=[C:4]([F:10])[CH:3]=1.C([Li])CCC.[CH3:16][S:17]SC>C1COCC1>[F:10][C:4]1[CH:3]=[C:2]([S:17][CH3:16])[CH:7]=[CH:6][C:5]=1[O:8][CH3:9]. Reported procedure: To a stirred solution of 4-bromo-2-fluoroanisole (5.0 g, 24.4 mmol) in THF (100 mL) was added n-butyllithium (23 mL, 1.6M in hexanes, 36.8 mmol) at −78° C. After stirring at −78° C. for 1 h, dimethyl disulfide (11 mL, 12.2 mmol) was added and the reaction was then allowed to warm to room temperature slowly. After stirring at room temperature for 12 h, the reaction was quenched with saturated aqueous ammonium chloride solution. The organic phase was separated and the aqueous phase was extracted w... Procedure: Following the procedure of Example 1, [α,α-bis(p-fluorophenyl)]-4-piperidinemethanol and 1-chloro-3-(2-methoxyphenoxy)propane were reacted using in addition potassium iodide catalyst to give the title compound in 66% yield, (recrystallizing from isopropyl alcohol), m.p. 127°-218° C. Reaction SMILES: [F:1][C:2]1[CH:7]=[CH:6][C:5]([C:8]([C:16]2[CH:21]=[CH:20][C:19]([F:22])=[CH:18][CH:17]=2)([CH:10]2[CH2:15][CH2:14][NH:13][CH2:12][CH2:11]2)[OH:9])=[CH:4][CH:3]=1.Cl[CH2:24][CH2:25][CH2:26][O:27][C:28]1[CH:33]=[CH:32][CH:31]=[CH:30][C:29]=1[O:34][CH3:35]>[I-].[K+]>[F:1][C:2]1[CH:7]=[CH:6][C:5]([C:8]([C:16]2[CH:17]=[CH:18][C:19]([F:22])=[CH:20][CH:21]=2)([CH:10]2[CH2:11][CH2:12][N:13]([CH2:24][CH2:25][CH2:26][O:27][C:28]3[CH:33]=[CH:32][CH:31]=[CH:30][C:29]=3[O:34][CH3:35])[CH2:14][CH2:15]2)[OH:9])=[CH:4][CH:3]=1 |f:2.3|. The reagents and catalysts are [I-].[K+] (potassium iodide). Reactants: FC1=CC=C(C=C1)C(O)(C1CCNCC1)C1=CC=C(C=C1)F ([α,α-bis(p-fluorophenyl)]-4-piperidinemethanol), ClCCCOC1=C(C=CC=C1)OC (1-chloro-3-(2-methoxyphenoxy)propane). Product: FC1=CC=C(C=C1)C(O)(C1CCN(CC1)CCCOC1=C(C=CC=C1)OC)C1=CC=C(C=C1)F (α,α-Bis(4-fluorophenyl)-1-[3-(2-methoxyphenoxy)propyl]-4-piperidinemethanol). Yield: 66.0%. The reactants are BrC=1C=CC(=C(C=O)C1)Cl (5-bromo-2-chlorobenzaldehyde), S1C2=C(C=C1)SC=C2 (thieno[3,2-b]thiophene). Product: BrC=1C=CC(=C(C1)CC1=CC2=C(S1)C=CS2)Cl (5-bromo-2-chloro-1-(2-thieno[3,2-b]thienylmethyl)benzene). Reaction SMILES: [Br:1][C:2]1[CH:3]=[CH:4][C:5]([Cl:10])=[C:6]([CH:9]=1)[CH:7]=O.[S:11]1[CH:15]=[CH:14][C:13]2[S:16][CH:17]=[CH:18][C:12]1=2>>[Br:1][C:2]1[CH:3]=[CH:4][C:5]([Cl:10])=[C:6]([CH2:7][C:15]2[S:11][C:12]3[CH:18]=[CH:17][S:16][C:13]=3[CH:14]=2)[CH:9]=1. Procedure: The above 5-bromo-2-chlorobenzaldehyde and thieno[3,2-b]thiophene (see Fuller, L.; Iddon, B.; Smith, K. A. J. Chem. Soc. Perkin Trans 1 1997, 3465-3470) were treated in a manner similar to Reference Example 9 to give 5-bromo-2-chloro-1-(2-thieno[3,2-b]thienylmethyl)benzene as colorless oil. APCI-Mass m/Z 343/345 (M+H). The reactants are BrC=1C(=CC2=C(N=C(S2)NC(=O)NCC)C1)OC (1-(5-Bromo-6-methoxy-1,3-benzothiazol-2-yl)-3-ethyl-urea), [OH-].[Na+] (sodium hydroxide), Br (hydrogen bromide), Br (Hydrogen bromide). Conditions: temperature 110 celsius, time 47 hour. Product: BrC=1C(=CC2=C(N=C(S2)NC(=O)NCC)C1)O (1-(5-bromo-6-hydroxy-1,3-benzothiazol-2-yl)-3-ethyl-urea). Reaction SMILES: [Br:1][C:2]1[C:3]([O:17]C)=[CH:4][C:5]2[S:9][C:8]([NH:10][C:11]([NH:13][CH2:14][CH3:15])=[O:12])=[N:7][C:6]=2[CH:16]=1.Br.[OH-].[Na+]>>[Br:1][C:2]1[C:3]([OH:17])=[CH:4][C:5]2[S:9][C:8]([NH:10][C:11]([NH:13][CH2:14][CH3:15])=[O:12])=[N:7][C:6]=2[CH:16]=1 |f:2.3|. Reported procedure: Intermediate 6 (1.30 g, 3.94 mmol) was suspended in hydrogen bromide solution (6.82 mL, 47% aq., 59.1 mmol) and the resulting suspension warmed to 110° C. Hydrogen bromide solution (14 mL, 47% aq., 121.3 mmol) was added portion-wise over the course of the reaction. After 47 h, the reaction mixture was cooled to RT then in ice and the pH adjusted with sodium hydroxide solution (1 M, aq.) to pH 8. The mixture was filtered and the resulting solid washed with H2O and ACN. The solid was sucked dry to... The reactants are CN=C=O (Methylisocyanate), FC=1C=NC(NC1)=O (5-fluoropyrimidin-2-one). Solvent: CS(=O)C (DMSO). The product is CNC(=O)N1C(N=CC(=C1)F)=O (1-N-Methylcarbamoyl-5-fluoropyrimidin-2-one). The yield is 60.0%. As a reaction SMILES: [CH3:1][N:2]=[C:3]=[O:4].[F:5][C:6]1[CH:7]=[N:8][C:9](=[O:12])[NH:10][CH:11]=1>CS(C)=O>[CH3:1][NH:2][C:3]([N:10]1[CH:11]=[C:6]([F:5])[CH:7]=[N:8][C:9]1=[O:12])=[O:4]. Procedure: Methylisocyanate (3.8 mmol) was added dropwise with vigorous stirring to a solution of 5-fluoropyrimidin-2-one (described in Undheim K. and Gacek M. Acta. Chem. Scand 23 (1969) 294) (2.5 mmol) in anhydrous DMSO (3.2 ml). The exothermic reaction started at once and a white solid was precipitated. The precipitate was collected after 50 minutes, washed with a little water, sucked dry, washed with ethyl acetate and dried; yield 60%, m.p. 166° C., 1H NMR (CDCl3): δ3.03 (N-Me), 8.66 (H-4), 8.71 (H-6).